This data is from the Open Reaction Database (ORD), a public repository of structured organic reaction records. The task is: describe an organic reaction: reactants, conditions, products, and yield Reactants: FC(C(=O)O)(F)F.N1CC(CC1)S(=O)(=O)C1=CC=C(C=C1)O ((RS)-4-(pyrrolidine-3-sulfonyl)-phenol trifluoroacetic acid salt), C1(=CC=CC=C1)C#CCCOS(=O)(=O)C1=CC=C(C=C1)C (toluene-4-sulfonic acid 4-phenyl-but-3-ynyl ester). The product is C1(=CC=CC=C1)C#CCCN1CC(CC1)S(=O)(=O)C1=CC=C(C=C1)O ((RS)-4-[1-(4-Phenyl-but-3-ynyl)-pyrrolidine-3-sulfonyl]-phenol). As a reaction SMILES: FC(F)(F)C(O)=O.[NH:8]1[CH2:12][CH2:11][CH:10]([S:13]([C:16]2[CH:21]=[CH:20][C:19]([OH:22])=[CH:18][CH:17]=2)(=[O:15])=[O:14])[CH2:9]1.[C:23]1([C:29]#[C:30][CH2:31][CH2:32]OS(C2C=CC(C)=CC=2)(=O)=O)[CH:28]=[CH:27][CH:26]=[CH:25][CH:24]=1>>[C:23]1([C:29]#[C:30][CH2:31][CH2:32][N:8]2[CH2:12][CH2:11][CH:10]([S:13]([C:16]3[CH:21]=[CH:20][C:19]([OH:22])=[CH:18][CH:17]=3)(=[O:15])=[O:14])[CH2:9]2)[CH:28]=[CH:27][CH:26]=[CH:25][CH:24]=1 |f:0.1|. Procedure: The title compound, MS: m/e=355.1 (M+) was prepared from (RS)-4-(pyrrolidine-3-sulfonyl)-phenol trifluoroacetic acid salt and toluene-4-sulfonic acid 4-phenyl-but-3-ynyl ester. RXN SMILES: [Cl:1][C:2]1[CH:3]=[C:4]([CH:9]([CH:13]2[C:21]3[C:16](=[CH:17][C:18]([Br:22])=[CH:19][CH:20]=3)[C:15](=[O:23])[N:14]2[CH3:24])[CH2:10][CH:11]=O)[CH:5]=[CH:6][C:7]=1[Cl:8].[O:25]=[C:26]1[NH:31][CH2:30][CH2:29][CH2:28][N:27]1[CH:32]1[CH2:37][CH2:36][NH:35][CH2:34][CH2:33]1>>[ClH:1].[Cl:1][C:2]1[CH:3]=[C:4]([CH:9]([CH:13]2[C:21]3[C:16](=[CH:17][C:18]([Br:22])=[CH:19][CH:20]=3)[C:15](=[O:23])[N:14]2[CH3:24])[CH2:10][CH2:11][N:35]2[CH2:36][CH2:37][CH:32]([N:27]3[CH2:28][CH2:29][CH2:30][NH:31][C:26]3=[O:25])[CH2:33][CH2:34]2)[CH:5]=[CH:6][C:7]=1[Cl:8] |f:2.3|. Product: Cl.ClC=1C=C(C=CC1Cl)C(CCN1CCC(CC1)N1C(NCCC1)=O)C1N(C(C2=CC(=CC=C12)Br)=O)C (3-[1-(3,4-Dichlorophenyl)-3-(4-(2-oxoperhydropyrimidine-1-yl)piperidino)propyl]-6-bromo-2-methyl-2,3-dihydro-isoindol-1-one hydrochloride). The yield is 141.7%. Reported procedure: 3-(3,4-Dichlorophenyl)-3-(5-bromo-2-methyl-3-oxo-2,3-dihydro-1H-isoindol-1-yl)propionaldehyde (0.325 g) was coupled to 4-(2-oxoperhydropyrimidine-1-yl)piperidine (0.139 g) by a method similar to that described in Example 8. The reaction product was not purified by chromatography but converted to the corresponding hydrochloride salt as described in the Example 8 to afford the title compound (0.34 g); mp 195°-205° C. (d); MS: m/z=595(M+1); NMR(CD3 SOCD3): 1.67-1.92 (m,5), 3.29 (s,3), 4.64 (m,2), 5... Starting materials: ClC=1C=C(C=CC1Cl)C(CC=O)C1N(C(C2=CC(=CC=C12)Br)=O)C (3-(3,4-Dichlorophenyl)-3-(5-bromo-2-methyl-3-oxo-2,3-dihydro-1H-isoindol-1-yl)propionaldehyde), O=C1N(CCCN1)C1CCNCC1 (4-(2-oxoperhydropyrimidine-1-yl)piperidine). The reactants are CCOC(=O)C(NC(=O)Cc1ccc(C(=O)OCc2ccccc2)c(OCC)c1)c1ccccc1N1CCCCC1, CCO, [H][H]. The product is CCOC(=O)C(NC(=O)Cc1ccc(C(=O)O)c(OCC)c1)c1ccccc1N1CCCCC1. RXN SMILES: [CH2:1]([CH3:2])[O:3][c:4]1[c:5]([C:6](=[O:7])[O:8][CH2:9][c:10]2[cH:11][cH:12][cH:13][cH:14][cH:15]2)[cH:16][cH:17][c:18]([CH2:20][C:21](=[O:22])[NH:23][CH:24]([c:25]2[c:26]([N:31]3[CH2:32][CH2:33][CH2:34][CH2:35][CH2:36]3)[cH:27][cH:28][cH:29][cH:30]2)[C:37](=[O:38])[O:39][CH2:40][CH3:41])[cH:19]1.[CH3:44][CH2:45][OH:46].[H:42][H:43]>>[CH2:1]([CH3:2])[O:3][c:4]1[c:5]([C:6](=[O:7])[OH:8])[cH:16][cH:17][c:18]([CH2:20][C:21](=[O:22])[NH:23][CH:24]([c:25]2[c:26]([N:31]3[CH2:32][CH2:33][CH2:34][CH2:35][CH2:36]3)[cH:27][cH:28][cH:29][cH:30]2)[C:37](=[O:38])[O:39][CH2:40][CH3:41])[cH:19]1. The reactants are COc1ccc(N2C(=O)N(c3cccc(C#N)c3)c3nc(Nc4ccccc4)ncc3C2C)cc1, CS(C)=O, [Na+], [OH-], OO. Product: COc1ccc(N2C(=O)N(c3cccc(C(N)=O)c3)c3nc(Nc4ccccc4)ncc3C2C)cc1. As a reaction SMILES: [CH3:1][O:2][c:3]1[cH:4][cH:5][c:6]([N:9]2[C:10](=[O:35])[N:11]([c:27]3[cH:28][c:29]([C:30]#[N:31])[cH:32][cH:33][cH:34]3)[c:12]3[n:13][c:14]([NH:20][c:21]4[cH:22][cH:23][cH:24][cH:25][cH:26]4)[n:15][cH:16][c:17]3[CH:18]2[CH3:19])[cH:7][cH:8]1.[CH3:40][S:41](=[O:42])[CH3:43].[Na+:37].[OH-:36].[OH:38][OH:39]>>[CH3:1][O:2][c:3]1[cH:4][cH:5][c:6]([N:9]2[C:10](=[O:35])[N:11]([c:27]3[cH:28][c:29]([C:30]([NH2:31])=[O:36])[cH:32][cH:33][cH:34]3)[c:12]3[n:13][c:14]([NH:20][c:21]4[cH:22][cH:23][cH:24][cH:25][cH:26]4)[n:15][cH:16][c:17]3[CH:18]2[CH3:19])[cH:7][cH:8]1. Reactants: C=1(C=CC=C2C1C=CCCC2)C(=O)O (6,7-dihydro-5H-benzo[a]cycloheptene-1-carboxylic acid), Cl.C(C)N=C=NCCCN(C)C (1-ethyl-3-(3-dimethylaminopropyl)carbodiimide hydrochloride), O.ON1N=NC2=C1C=CC=C2 (1-hydroxybenzotriazole hydrate), OC(C(CC1=CC(=CC=C1)OC(C(F)F)(F)F)NC(OC(C)(C)C)=O)C1=CC=C(C=C1)OC1=NC=CC=C1 (tert-butyl (1RS,2SR)-2-hydroxy-2-[4-(pyridin-2-yloxy)phenyl]-1-[3-(1,1,2,2-tetrafluoroethoxy)benzyl]ethylcarbamate), FC(C(=O)O)(F)F (trifluoroacetic acid), C(O)([O-])=O.[Na+] (sodium hydrogen carbonate). The solvent is O (water), C(C)#N (acetonitrile). Run at temperature 0 celsius, time 10 minute. Yields the product OC(C(CC1=CC(=CC=C1)OC(C(F)F)(F)F)NC(=O)C=1C=CC=C2C1C=CCCC2)C2=CC=C(C=C2)OC2=NC=CC=C2 (N-{(1RS,2SR)-2-hydroxy-2-[4-(pyridin-2-yloxy)phenyl]-1-[3-(1,1,2,2-tetrafluoroethoxy)benzyl]ethyl}-6,7-dihydro-5H-benzo[a][7]annulene-1-carboxamide). Reaction SMILES: [OH:1][CH:2](C1C=CC(OC2C=CC=CN=2)=CC=1)[CH:3]([NH:18][C:19](=[O:25])OC(C)(C)C)[CH2:4][C:5]1[CH:10]=[CH:9][CH:8]=[C:7]([O:11][C:12]([F:17])([F:16])[CH:13]([F:15])[F:14])[CH:6]=1.F[C:40](F)(F)[C:41](O)=O.[C:46](=[O:49])([O-])O.[Na+].[C:51]1(C(O)=O)[CH:52]=[CH:53][CH:54]=[C:55]2[CH2:61][CH2:60][CH2:59][CH:58]=[CH:57][C:56]=12.Cl.C(N=C=NC[CH2:72][CH2:73][N:74](C)C)C.O.ON1[C:83]2[CH:84]=[CH:85][CH:86]=[CH:87][C:82]=2N=N1>C(#N)C.O>[OH:1][CH:2]([C:82]1[CH:87]=[CH:86][C:85]([O:49][C:46]2[CH:41]=[CH:40][CH:72]=[CH:73][N:74]=2)=[CH:84][CH:83]=1)[CH:3]([NH:18][C:19]([C:51]1[CH:52]=[CH:53][CH:54]=[C:55]2[CH2:61][CH2:60][CH2:59][CH:58]=[CH:57][C:56]=12)=[O:25])[CH2:4][C:5]1[CH:10]=[CH:9][CH:8]=[C:7]([O:11][C:12]([F:16])([F:17])[CH:13]([F:15])[F:14])[CH:6]=1 |f:2.3,5.6,7.8|. Reported procedure: To a solution of tert-butyl (1RS,2SR)-2-hydroxy-2-[4-(pyridin-2-yloxy)phenyl]-1-[3-(1,1,2,2-tetrafluoroethoxy)benzyl]ethylcarbamate (500 mg, 0.93 mmol) was added trifluoroacetic acid (10 ml), and the mixture was stirred at 0° C. for 10 min. The reaction solution was neutralized with saturated aqueous sodium hydrogen carbonate, and extracted with ethyl acetate, (30 ml×2). The extract was washed with saturated brine, dried (anhydrous magnesium sulfate) and evaporated under reduced pressure. To a s... Starting materials: B, O=C(O)c1cc(Br)ccc1Cl, CSC, C1CCOC1. The product is OCc1cc(Br)ccc1Cl. Reaction SMILES: [BH3:15].[Br:1][c:2]1[cH:3][cH:4][c:5]([Cl:11])[c:6]([C:7](=[O:8])[OH:9])[cH:10]1.[CH3:12][S:13][CH3:14].[O:16]1[CH2:17][CH2:18][CH2:19][CH2:20]1>>[Br:1][c:2]1[cH:3][cH:4][c:5]([Cl:11])[c:6]([CH2:7][OH:8])[cH:10]1. Starting materials: N1(CCN2C1=NC1=C2C=CC=C1)C1=CC=C(C=C1)NC1=NC=CC=C1N (N2-[4-(2,3-dihydro-1H-imidazo[1,2-a]benzimidazol-1-yl)phenyl]pyridine-2,3-diamine), C(=O)(N1C=NC=C1)N1C=NC=C1 (1,1′-carbonyldiimidazole). Run in C1CCOC1 (THF). Run at time 8 hour. Yields the product N1(CCN2C1=NC1=C2C=CC=C1)C1=CC=C(C=C1)N1C(NC=2C1=NC=CC2)=O (3-[4-(2,3-dihydro-1H-imidazo[1,2-a]benzimidazol-1-yl)phenyl]-1,3-dihydro-2H-imidazo[4,5-b]pyridin-2-one). Isolated yield 55.8%. As a reaction SMILES: [N:1]1([C:13]2[CH:18]=[CH:17][C:16]([NH:19][C:20]3[C:25]([NH2:26])=[CH:24][CH:23]=[CH:22][N:21]=3)=[CH:15][CH:14]=2)[C:5]2=[N:6][C:7]3[CH:12]=[CH:11][CH:10]=[CH:9][C:8]=3[N:4]2[CH2:3][CH2:2]1.[C:27](N1C=CN=C1)(N1C=CN=C1)=[O:28]>C1COCC1>[N:1]1([C:13]2[CH:14]=[CH:15][C:16]([N:19]3[C:20]4=[N:21][CH:22]=[CH:23][CH:24]=[C:25]4[NH:26][C:27]3=[O:28])=[CH:17][CH:18]=2)[C:5]2=[N:6][C:7]3[CH:12]=[CH:11][CH:10]=[CH:9][C:8]=3[N:4]2[CH2:3][CH2:2]1. Procedure: A mixture of N2-[4-(2,3-dihydro-1H-imidazo[1,2-a]benzimidazol-1-yl)phenyl]pyridine-2,3-diamine (20 mg) and 1,1′-carbonyldiimidazole (19 mg) in THF (5 mL) was stirred at ambient temperature overnight. After this time, the solids that formed were collected by filtration to afford 3-[4-(2,3-dihydro-1H-imidazo[1,2-a]benzimidazol-1-yl)phenyl]-1,3-dihydro-2H-imidazo[4,5-b]pyridin-2-one (12 mg) as off-white crystals. Starting materials: C(C1=CC=CC=C1)N(C=1C(=CC=C(C1)CN1CCOCC1)N)C (N2-benzyl-N2-methyl-4-(4-morpholinylmethyl)-1,2-benzenediamine), C(C)OC=C(C(=O)OCC)C(=O)OCC (diethyl ethoxymethylenemalonate). Run in C(C)(=O)OCC.CCCCCC (ethyl acetate hexane). Conditions: temperature 120 celsius. The product is C(C1=CC=CC=C1)N(C1=C(NC=C(C(=O)OCC)C(=O)OCC)C=CC(=C1)CN1CCOCC1)C (Diethyl 2-{[2-[benzyl(methyl)amino]-4-(4-morpholinylmethyl)anilino]methylene}malonate). Reaction SMILES: [CH2:1]([N:8]([CH3:23])[C:9]1[C:10]([NH2:22])=[CH:11][CH:12]=[C:13]([CH2:15][N:16]2[CH2:21][CH2:20][O:19][CH2:18][CH2:17]2)[CH:14]=1)[C:2]1[CH:7]=[CH:6][CH:5]=[CH:4][CH:3]=1.C(O[CH:27]=[C:28]([C:34]([O:36][CH2:37][CH3:38])=[O:35])[C:29]([O:31][CH2:32][CH3:33])=[O:30])C>C(OCC)(=O)C.CCCCCC>[CH2:1]([N:8]([CH3:23])[C:9]1[CH:14]=[C:13]([CH2:15][N:16]2[CH2:17][CH2:18][O:19][CH2:20][CH2:21]2)[CH:12]=[CH:11][C:10]=1[NH:22][CH:27]=[C:28]([C:29]([O:31][CH2:32][CH3:33])=[O:30])[C:34]([O:36][CH2:37][CH3:38])=[O:35])[C:2]1[CH:3]=[CH:4][CH:5]=[CH:6][CH:7]=1 |f:2.3|. Procedure: A mixture of N2-benzyl-N2-methyl-4-(4-morpholinylmethyl)-1,2-benzenediamine (3.1 g, 10 mmol) and diethyl ethoxymethylenemalonate (4.2 g, 20 mmol) is heated at 120° C. until HPLC shows that the reaction is complete (20 min). The product is applied in 10% ethyl acetate/hexane to a silica gel column which is eluted with 20% ethyl acetate/hexane to remove excess diethyl ethoxymethylenemalonate and then with 50% ethyl acetate/hexane to elute 3.7 g of the title compound as an oil. Reactants: COc1ccc(C(CCCCCBr)Sc2ccc(C)cc2)cc1OC, COc1ccc2c(c1)CCNC2, CC#N, CCN(C(C)C)C(C)C, [I-], [Na+]. Yields the product COc1ccc2c(c1)CCN(CCCCCC(Sc1ccc(C)cc1)c1ccc(OC)c(OC)c1)C2. Reaction SMILES: [Br:1][CH2:2][CH2:3][CH2:4][CH2:5][CH2:6][CH:7]([S:8][c:9]1[cH:10][cH:11][c:12]([CH3:15])[cH:13][cH:14]1)[c:16]1[cH:17][c:18]([O:24][CH3:25])[c:19]([O:22][CH3:23])[cH:20][cH:21]1.[CH3:26][O:27][c:28]1[cH:29][c:30]2[c:35]([cH:36][cH:37]1)[CH2:34][NH:33][CH2:32][CH2:31]2.[CH3:49][C:50]#[N:51].[CH:38]([N:39]([CH:40]([CH3:41])[CH3:42])[CH2:43][CH3:44])([CH3:45])[CH3:46].[I-:48].[Na+:47]>>[CH2:2]([CH2:3][CH2:4][CH2:5][CH2:6][CH:7]([S:8][c:9]1[cH:10][cH:11][c:12]([CH3:15])[cH:13][cH:14]1)[c:16]1[cH:17][c:18]([O:24][CH3:25])[c:19]([O:22][CH3:23])[cH:20][cH:21]1)[N:33]1[CH2:32][CH2:31][c:30]2[cH:29][c:28]([O:27][CH3:26])[cH:37][cH:36][c:35]2[CH2:34]1. Starting materials: C1CCOC1, CCNc1cc(Cl)ncc1[N+](=O)[O-], [Na+], [O-]c1ccccc1, O. Yields the product CCNc1cc(Oc2ccccc2)ncc1[N+](=O)[O-]. Reaction SMILES: [CH2:23]1[O:24][CH2:25][CH2:26][CH2:27]1.[Cl:9][c:10]1[n:11][cH:12][c:13]([N+:19](=[O:20])[O-:21])[c:14]([NH:16][CH2:17][CH3:18])[cH:15]1.[Na+:8].[O-:1][c:2]1[cH:3][cH:4][cH:5][cH:6][cH:7]1.[OH2:22]>>[O:1]([c:2]1[cH:3][cH:4][cH:5][cH:6][cH:7]1)[c:10]1[n:11][cH:12][c:13]([N+:19](=[O:20])[O-:21])[c:14]([NH:16][CH2:17][CH3:18])[cH:15]1.